Dataset: the Open Reaction Database (ORD), a public repository of structured organic reaction records. Task: describe an organic reaction: reactants, conditions, products, and yield The reactants are OCCNC([C@H](C(C)(C)C)NC(=O)N1N=C(C2=C1CCOC2)C2=CC(=C(C=C2)F)F)=O ((S)-N-(1-(2-hydroxyethylamino)-3,3-dimethyl-1-oxobutan-2-yl)-3-(3,4-difluorophenyl)-6,7-dihydropyrano[4,3-c]pyrazole-1(4H)-carboxamide), ClC=1C=CC(=C(C(=O)Cl)C1)F (5-chloro-2-fluorobenzoyl chloride). Yields the product ClC=1C=CC(=C(C1)C=1C2=C(N(N1)C(=O)N[C@H](C(=O)NCCO)C(C)(C)C)CCOC2)F ((S)-3-(5-chloro-2-fluorophenyl)-N-(1-(2-hydroxyethylamino)-3,3-dimethyl-1-oxobutan-2-yl)-6,7-dihydropyrano[4,3-c]pyrazole-1(4H)-carboxamide). RXN SMILES: [OH:1][CH2:2][CH2:3][NH:4][C:5](=[O:31])[C@@H:6]([NH:11][C:12]([N:14]1[C:18]2[CH2:19][CH2:20][O:21][CH2:22][C:17]=2[C:16](C2C=CC(F)=C(F)C=2)=[N:15]1)=[O:13])[C:7]([CH3:10])([CH3:9])[CH3:8].[Cl:32][C:33]1[CH:34]=[CH:35][C:36]([F:42])=[C:37]([CH:41]=1)C(Cl)=O>>[Cl:32][C:33]1[CH:41]=[CH:37][C:36]([F:42])=[C:35]([C:16]2[C:17]3[CH2:22][O:21][CH2:20][CH2:19][C:18]=3[N:14]([C:12]([NH:11][C@@H:6]([C:7]([CH3:8])([CH3:10])[CH3:9])[C:5]([NH:4][CH2:3][CH2:2][OH:1])=[O:31])=[O:13])[N:15]=2)[CH:34]=1. Reported procedure: Compound 86 was prepared according to the procedure for the synthesis of compound 36 by replacing 3,4-difluorobenzoyl chloride with 5-chloro-2-fluorobenzoyl chloride. LCMS (+ESI) m/z=453.3 [M+H]+. 1H NMR (CDCl3) δ 7.81 (d, J=9.1 Hz, 1H), 7.60-7.62 (dd, J=2.7, 6.21 Hz, 1H), 7.27-7.32 (m, 1H), 7.07 (t, J=9.3 Hz, 1H), 6.56 (br, 1H), 4.57 (s 2H), 4.12 (d, J=9.2 Hz, 1H), 3.87 (t, J=5.6 Hz, 2H), 3.66 (s, 3H), 3.36-3.41 (m, 2H), 3.08-3.12 (m, 2H), 1.03 (s, 9H). Purity: 97%. Starting materials: COC(C1=CC=C(C=C1)O)=O (methyl-4-hydroxybenzoate), C([O-])([O-])=O.[K+].[K+] (potassium carbonate), BrCCCCCCCCCCCCCC (1-bromotetradecane). Run in CC(CC)=O (2-butanone). Product: COC(C1=CC=C(C=C1)OCCCCCCCCCCCCCC)=O (4-(Tetradecyloxy)benzoic acid methyl ester). RXN SMILES: [CH3:1][O:2][C:3](=[O:11])[C:4]1[CH:9]=[CH:8][C:7]([OH:10])=[CH:6][CH:5]=1.C(=O)([O-])[O-].[K+].[K+].Br[CH2:19][CH2:20][CH2:21][CH2:22][CH2:23][CH2:24][CH2:25][CH2:26][CH2:27][CH2:28][CH2:29][CH2:30][CH2:31][CH3:32]>CC(=O)CC>[CH3:1][O:2][C:3](=[O:11])[C:4]1[CH:9]=[CH:8][C:7]([O:10][CH2:32][CH2:31][CH2:30][CH2:29][CH2:28][CH2:27][CH2:26][CH2:25][CH2:24][CH2:23][CH2:22][CH2:21][CH2:20][CH3:19])=[CH:6][CH:5]=1 |f:1.2.3|. Procedure details: A mixture of 150 g methyl-4-hydroxybenzoate, 1.5 L 2-butanone, 272.5 g potassium carbonate and 293 ml 1-bromotetradecane is heated at reflux for 66 hours. The reaction is cooled to room temperature, filtered, the filtrate concentrated in vacuo and the residue recrystallized from methylene chloride/hexane to give 258.8 g of the desired product. MP 56°-58° C. Starting materials: CSC(=N)N, Cc1nc[nH]c1CSCCN, O, O=S(=O)(O)O. Yields the product Cc1nc[nH]c1CSCCN=C(N)N, O=S(=O)([O-])[O-]. As a reaction SMILES: [CH3:17][S:18][C:19]([NH2:20])=[NH:21].[CH3:1][c:2]1[n:3][cH:4][nH:5][c:6]1[CH2:7][S:8][CH2:9][CH2:10][NH2:11].[OH2:22].[S:12](=[O:13])(=[O:14])([OH:15])[OH:16]>>[CH3:1][c:2]1[n:3][cH:4][nH:5][c:6]1[CH2:7][S:8][CH2:9][CH2:10][N:11]=[C:19]([NH2:20])[NH2:21].[S:12](=[O:13])(=[O:14])([O-:15])[O-:16]. The reactants are COC(=O)c1ccc(-c2csc(S(C)(=O)=O)n2)cc1, CC1CCCN1CC1CCCN1. Yields the product CC1CCCN1CC1CCCN1C(=O)c1ccc(-c2csc(S(C)(=O)=O)n2)cc1. Reaction SMILES: [CH3:1][O:2][C:3]([c:4]1[cH:5][cH:6][c:7](-[c:10]2[n:11][c:12]([S:15](=[O:16])(=[O:17])[CH3:18])[s:13][cH:14]2)[cH:8][cH:9]1)=[O:19].[CH3:20][CH:21]1[N:22]([CH2:26][CH:27]2[NH:28][CH2:29][CH2:30][CH2:31]2)[CH2:23][CH2:24][CH2:25]1>>[C:3]([c:4]1[cH:5][cH:6][c:7](-[c:10]2[n:11][c:12]([S:15](=[O:16])(=[O:17])[CH3:18])[s:13][cH:14]2)[cH:8][cH:9]1)(=[O:19])[N:28]1[CH:27]([CH2:26][N:22]2[CH:21]([CH3:20])[CH2:25][CH2:24][CH2:23]2)[CH2:31][CH2:30][CH2:29]1. Reactants: [OH-].[Na+] (NaOH), [OH-].[Na+] (NaOH), Cl (HCl), C[Si](C=1C=C(C=C(C1)[Si](C)(C)C)C(C)=O)(C)C (3',5'-bis(trimethylsilyl)acetophenone), C(=O)C1=CC=C(C(=O)OC)C=C1 (methyl 4-formylbenzoate). Run in O (H2O), C1CCOC1 (THF). Yields the product C[Si](C=1C=C(C=C(C1)[Si](C)(C)C)C(C=CC1=CC=C(C(=O)O)C=C1)=O)(C)C (4-[3-(3,5-Bistrimethylsilylphenyl)-3-oxo-1-propenyl]benzoic Acid). Isolated yield 65.7%. Reaction SMILES: [CH3:1][Si:2]([CH3:17])([CH3:16])[C:3]1[CH:4]=[C:5]([C:13](=[O:15])[CH3:14])[CH:6]=[C:7]([Si:9]([CH3:12])([CH3:11])[CH3:10])[CH:8]=1.[CH:18]([C:20]1[CH:29]=[CH:28][C:23]([C:24]([O:26]C)=[O:25])=[CH:22][CH:21]=1)=O.[OH-].[Na+].Cl>C1COCC1.O>[CH3:11][Si:9]([CH3:10])([CH3:12])[C:7]1[CH:6]=[C:5]([C:13](=[O:15])[CH:14]=[CH:18][C:20]2[CH:29]=[CH:28][C:23]([C:24]([OH:26])=[O:25])=[CH:22][CH:21]=2)[CH:4]=[C:3]([Si:2]([CH3:16])([CH3:1])[CH3:17])[CH:8]=1 |f:2.3|. Procedure details: Under ice-cooling, to a solution of 114 mg (0.43 mmol) of 3',5'-bis(trimethylsilyl)acetophenone and 70 mg (0.43 mmol) of methyl 4-formylbenzoate in 3 ml of THF was added a solution of 40 mg (1.00 mmol) of NaOH in 2 ml of H2O with stirring, and the mixture was stirred in an atmosphere of prepurified argon overnight. The reaction mixture was further added to 39 mg of NaOH, stirred for 2 days, and then the solution was adjusted with 2N-HCl to pH≤7 and extracted with ethyl acetate. The extract was d... Starting materials: C(C)(=O)NC=1SC(=C(N1)C)C1=CC=C(S1)S(=O)(=O)Cl (5-[2-(acetylamino)-4-methyl-1,3-thiazol-5-yl]thiophene-2-sulfonyl chloride), COC(C(CO)N)=O (2-Amino-3-hydroxy-propionic acid methyl ester), CCN(C(C)C)C(C)C (DIEA). The solvent is C(Cl)Cl.CN(C)C=O (DCM DMF). Run at time 1 hour. The product is C(C)(=O)NC=1SC(=C(N1)C)C1=CC=C(S1)S(=O)(=O)N[C@@H](CO)C(=O)OC (Methyl N-({5-[2-(acetylamino)4-methyl-1,3-thiazol-5-yl]-2-thienyl}sulfonyl)serinate). Reaction SMILES: [C:1]([NH:4][C:5]1[S:6][C:7]([C:11]2[S:15][C:14]([S:16](Cl)(=[O:18])=[O:17])=[CH:13][CH:12]=2)=[C:8]([CH3:10])[N:9]=1)(=[O:3])[CH3:2].[CH3:20][O:21][C:22](=[O:27])[CH:23]([NH2:26])[CH2:24][OH:25].CCN(C(C)C)C(C)C>C(Cl)Cl.CN(C=O)C>[C:1]([NH:4][C:5]1[S:6][C:7]([C:11]2[S:15][C:14]([S:16]([NH:26][C@H:23]([C:22]([O:21][CH3:20])=[O:27])[CH2:24][OH:25])(=[O:18])=[O:17])=[CH:13][CH:12]=2)=[C:8]([CH3:10])[N:9]=1)(=[O:3])[CH3:2] |f:3.4|. Reported procedure: 5-[2-(acetylamino)-4-methyl-1,3-thiazol-5-yl]thiophene-2-sulfonyl chloride, prepared as in Step II of Example 1 (110 mg; 0.33 mmol; 1 eq), is dissolved in a mixture of DCM/DMF (1/1, 10 ml). 2-Amino-3-hydroxy-propionic acid methyl ester (0.2 ml; 1.65 mmol; 5 eq) and DIEA (0.17 ml; 0.98 mmol; 3 eq) are added. After one hour, the solvents are evaporated to dryness. The crude product is re-dissolved in DCM and washed with NH4Cl saturated solution, water and dried over MgSO4. After evaporation of the...